This data is from the Open Reaction Database (ORD), a public repository of structured organic reaction records. The task is: describe an organic reaction: reactants, conditions, products, and yield Reactants: CC(CCC1=CC=C(C=C1)C1=NC(=NC=C1)NC1CC(NC(C1)(C)C)(C)C)OS(=O)(=O)C1=CC=C(C=C1)C (Toluene-4-sulfonic acid 1-methyl-3-{4-[2-(2,2,6,6-tetramethyl-piperidin-4-ylamino)-pyrimidin-4-yl]-phenyl}-propyl ester), [C-]#N.[Na+] (NaCN). Solvent: CN(C)C=O (DMF). Yields the product CC(C#N)CCC1=CC=C(C=C1)C1=NC(=NC=C1)NC1CC(NC(C1)(C)C)(C)C (2-Methyl-4-{4-[2-(2,2,6,6-tetramethyl-piperidin-4-ylamino)-pyrimidin-4-yl]-phenyl}-butyronitrile). Reaction SMILES: [CH3:1][CH:2](OS(C1C=CC(C)=CC=1)(=O)=O)[CH2:3][CH2:4][C:5]1[CH:10]=[CH:9][C:8]([C:11]2[CH:16]=[CH:15][N:14]=[C:13]([NH:17][CH:18]3[CH2:23][C:22]([CH3:25])([CH3:24])[NH:21][C:20]([CH3:27])([CH3:26])[CH2:19]3)[N:12]=2)=[CH:7][CH:6]=1.[C-:39]#[N:40].[Na+]>CN(C=O)C>[CH3:1][CH:2]([CH2:3][CH2:4][C:5]1[CH:6]=[CH:7][C:8]([C:11]2[CH:16]=[CH:15][N:14]=[C:13]([NH:17][CH:18]3[CH2:19][C:20]([CH3:27])([CH3:26])[NH:21][C:22]([CH3:24])([CH3:25])[CH2:23]3)[N:12]=2)=[CH:9][CH:10]=1)[C:39]#[N:40] |f:1.2|. Reported procedure: The title compound was prepared from toluene-4-sulfonic acid 1-methyl-3-{4-[2-(2,2,6,6-tetramethyl-piperidin-4-ylamino)-pyrimidin-4-yl]-phenyl}-propyl ester (Step A of Example 196) and NaCN in DMF. Yield 11 mg (72%). Reactants: CO (methanol), O (water), FC(OC1=CC=CC(=N1)C(C)(C)NC([O-])=O)F (2-(6-(difluoromethoxy)pyridin-2-yl)propan-2-ylcarbamate). The solvent is C(C)#N (acetonitrile). Reaction conditions: time 30 minute. Product: FC(OC1=CC=CC(=N1)C(C)(C)N)F (2-(6-(difluoromethoxy)pyridin-2-yl)propan-2-amine). Isolated yield 90.7%. Reaction SMILES: [F:1][CH:2]([F:17])[O:3][C:4]1[N:9]=[C:8]([C:10]([NH:13]C(=O)[O-])([CH3:12])[CH3:11])[CH:7]=[CH:6][CH:5]=1.CO.O>C(#N)C>[F:17][CH:2]([F:1])[O:3][C:4]1[N:9]=[C:8]([C:10]([NH2:13])([CH3:11])[CH3:12])[CH:7]=[CH:6][CH:5]=1. Reported procedure: To a solution of 2-(6-(difluoromethoxy)pyridin-2-yl)propan-2-ylcarbamate (12.4 g, 48 mmol) in acetonitrile (50 mL) was added TMST (10 mL). The reaction was stirred 30 min and then poured into methanol (100 mL) and water (5 mL). The mixture was concentrated, dissolved in ethyl acetate (200 mL), and then washed with 1N NaOH (2×30 mL). The organic layer was separated, dried over Na2SO4, concentrated, and chromatographed with silica gel (50% EtOAc/hex, then 5-20% MeOH/CH2Cl2) to afford 2-(6-(difluor... Reactants: NC[C@H](CN1CCC(CC1)OC1=CC(=C(C=C1)Cl)Cl)O ((2R)-1-amino-3-[4-(3,4-dichlorophenoxy)piperidin-1-yl]propan-2-ol), CS(=O)(=O)C=1C=C(C(=O)O)C=CC1 (3-(methylsulfonyl)benzoic acid). Yields the product ClC=1C=C(OC2CCN(CC2)C[C@@H](CNC(C2=CC(=CC=C2)S(=O)(=O)C)=O)O)C=CC1Cl (N-{(2R)-3-[4-(3,4-Dichlorophenoxy)piperidin-1-yl]-2-hydroxypropyl}-3-(methylsulfonyl)benzamide), solid. Reaction SMILES: [NH2:1][CH2:2][C@@H:3]([OH:20])[CH2:4][N:5]1[CH2:10][CH2:9][CH:8]([O:11][C:12]2[CH:17]=[CH:16][C:15]([Cl:18])=[C:14]([Cl:19])[CH:13]=2)[CH2:7][CH2:6]1.[CH3:21][S:22]([C:25]1[CH:26]=[C:27]([CH:31]=[CH:32][CH:33]=1)[C:28](O)=[O:29])(=[O:24])=[O:23]>>[Cl:19][C:14]1[CH:13]=[C:12]([CH:17]=[CH:16][C:15]=1[Cl:18])[O:11][CH:8]1[CH2:9][CH2:10][N:5]([CH2:4][C@H:3]([OH:20])[CH2:2][NH:1][C:28](=[O:29])[C:27]2[CH:31]=[CH:32][CH:33]=[C:25]([S:22]([CH3:21])(=[O:24])=[O:23])[CH:26]=2)[CH2:6][CH2:7]1. Reported procedure: Prepared as described in Example 1 from (2R)-1-amino-3-[4-(3,4-dichlorophenoxy)piperidin-1-yl]propan-2-ol (0.1 g) and 3-(methylsulfonyl)benzoic acid (0.063 g). Title compound obtained as white solid (0.017 g). Reactants: C(C)(C)(C)N1C(C2=C(C(=C3N2CCC=2C=C(C(=CC32)[C@H]3[C@@H](OC(O3)(C)C)C(=O)OCC)OC)C=3SC=CC3)CCCC1)=O ((4R,5S)-ethyl 5-(9-tert-butyl-14-(thien-2-yl)-3-methoxy-5,6,10,11,12,13-hexahydroazocino[4′,3′:4,5]pyrrolo[2,1-a]isoquinolin-8(9H)-on-2-yl)-2,2-dimethyl-1,3-dioxolane-4-carboxylate), solution, [Li+].[BH4-] (LiBH4), [NH4+].[Cl-] (NH4Cl). Run in C1CCOC1 (THF), C(C)O (ethanol), C1CCOC1 (THF). Conditions: time 3 hour. The product is C(C)(C)(C)N1C(C2=C(C(=C3N2CCC=2C=C(C(=CC32)[C@H]3[C@H](OC(O3)(C)C)CO)OC)C=3SC=CC3)CCCC1)=O (((4R,5S)-5-(9-tert-butyl-14-(thien-2-yl)-3-methoxy-5,6,10,11,12,13-hexahydroazocino[4′,3′:4,5]pyrrolo[2,1-a]isoquinolin-8(9H)-on-2-yl)-2,2-dimethyl-1,3-dioxolan-4-yl)methanol). The yield is 98.0%. Reaction SMILES: [C:1]([N:5]1[CH2:42][CH2:41][CH2:40][CH2:39][C:8]2[C:9]([C:34]3[S:35][CH:36]=[CH:37][CH:38]=3)=[C:10]3[C:19]4[CH:18]=[C:17]([C@@H:20]5[O:24][C:23]([CH3:26])([CH3:25])[O:22][C@H:21]5[C:27](OCC)=[O:28])[C:16]([O:32][CH3:33])=[CH:15][C:14]=4[CH2:13][CH2:12][N:11]3[C:7]=2[C:6]1=[O:43])([CH3:4])([CH3:3])[CH3:2].[Li+].[BH4-].[NH4+].[Cl-]>C1COCC1.C(O)C>[C:1]([N:5]1[CH2:42][CH2:41][CH2:40][CH2:39][C:8]2[C:9]([C:34]3[S:35][CH:36]=[CH:37][CH:38]=3)=[C:10]3[C:19]4[CH:18]=[C:17]([C@@H:20]5[O:24][C:23]([CH3:26])([CH3:25])[O:22][C@@H:21]5[CH2:27][OH:28])[C:16]([O:32][CH3:33])=[CH:15][C:14]=4[CH2:13][CH2:12][N:11]3[C:7]=2[C:6]1=[O:43])([CH3:2])([CH3:3])[CH3:4] |f:1.2,3.4|. Reported procedure: To a solution of 680 mg of 21f in 20 ml of THF and 0.5 ml of ethanol was added dropwise 0.56 ml of a 2M solution of LiBH4 in THF. The reaction was stirred for 3 hr. The reaction was poured onto 5% NH4Cl solution, and the product was extracted into ethylacetate. The extract was dried and concentrated to provide 620 mg of product 21g which was used as is in the next step; Rf (Hept./ethyl acetate 1/1) 0.21. NMR (CDCl3) δ 7.35, 7.10, and 6.92 (3×m, 3, thienyl-H), 6.70 and 7.33 (2×s, 2, Ar—H); 5.10 (...